Dataset: the Open Reaction Database (ORD), a public repository of structured organic reaction records. Task: describe an organic reaction: reactants, conditions, products, and yield The reactants are ClCCCCC1=NN=NN1C1CCCCC1 (5-(4-chlorobutyl)-1-cyclohexyl-1H-tetrazole), BrCC1=CC=C(C(=O)OCC)C=C1 (ethyl 4-bromomethylbenzoate), N1C=NC2=NC=CC=C21 (imidazo[4,5-b]pyridine). Yields the product N1C=NC=2C=NC=CC21 (imidazo[4,5-c]pyridine). RXN SMILES: ClCCCCC1N(C2CCCCC2)N=NN=1.BrCC1C=CC(C(OCC)=O)=CC=1.[NH:30]1[C:38]2[C:33](=[N:34][CH:35]=[CH:36][CH:37]=2)[N:32]=[CH:31]1>>[NH:32]1[C:37]2[CH:36]=[CH:35][N:34]=[CH:33][C:38]=2[N:30]=[CH:31]1. Procedure: Utilizing the procedure described in Example 1(a) employing 5-(4-chlorobutyl)-1-cyclohexyl-1H-tetrazole in lieu of ethyl 4-bromomethylbenzoate and imidazo[4,5-b]pyridine in lieu of . imidazo[4,5-c]pyridine yielded an impure mixture of isomers. The mixture was purified by column chromatography (silica gel, 5% ethanol in chloroform) to yield a less polar isomer which was recrystallized from diethyl ether-chloroform to yield 3-[4-(1-cyclohexyl-1H-tetrazol-5-yl)butyl]-3H-imidazo [4,5-b]pyridine as a... Reactants: CC(=O)O, Cn1c(C(F)(F)F)cc(=O)n(-c2cc([N+](=O)[O-])c(CC(Cl)(C(=O)O)C(F)(F)F)cc2F)c1=O, [Fe], O. Yields the product Cn1c(C(F)(F)F)cc(=O)n(-c2cc3c(cc2F)CC(Cl)(C(F)(F)F)C(=O)N3)c1=O. As a reaction SMILES: [CH3:35][C:36](=[O:37])[OH:38].[Cl:1][C:2]([C:3](=[O:4])[OH:29])([CH2:6][c:7]1[c:8]([N+:27]([O-:5])=[O:28])[cH:9][c:10](-[n:14]2[c:15](=[O:26])[n:16]([CH3:25])[c:17]([C:21]([F:22])([F:23])[F:24])[cH:18][c:19]2=[O:20])[c:11]([F:13])[cH:12]1)[C:30]([F:31])([F:32])[F:33].[Fe:39].[OH2:34]>>[Cl:1][C:2]1([C:30]([F:31])([F:32])[F:33])[C:3](=[O:4])[NH:27][c:8]2[c:7]([cH:12][c:11]([F:13])[c:10](-[n:14]3[c:15](=[O:26])[n:16]([CH3:25])[c:17]([C:21]([F:22])([F:23])[F:24])[cH:18][c:19]3=[O:20])[cH:9]2)[CH2:6]1. Reactants: solution, B (borane), C1(=CC=C(C=C1)S(=O)(=O)N[C@@H](CC(=O)O)C(=O)O)C (N-(p-Toluenesulfonyl)-L-aspartic acid). The solvent is O1CCCC1 (tetrahydrofuran), CO (methanol), O1CCCC1 (tetrahydrofuran), CO (methanol). Conditions: temperature -5 celsius, time 8 hour. Yields the product C1(=CC=C(C=C1)S(=O)(=O)N[C@H](CO)CCO)C ((S)-2-(p-toluenesulfonylamino)-1,4-butanediol). Reaction SMILES: [C:1]1([CH3:19])[CH:6]=[CH:5][C:4]([S:7]([NH:10][C@H:11]([C:16](O)=[O:17])[CH2:12][C:13](O)=[O:14])(=[O:9])=[O:8])=[CH:3][CH:2]=1.B>O1CCCC1.CO>[C:1]1([CH3:19])[CH:2]=[CH:3][C:4]([S:7]([NH:10][C@@H:11]([CH2:12][CH2:13][OH:14])[CH2:16][OH:17])(=[O:9])=[O:8])=[CH:5][CH:6]=1. Procedure: N-(p-Toluenesulfonyl)-L-aspartic acid, 1, (110 g) was dissolved in tetrahydrofuran (300 mL) and the solution cooled to -5° C. under a nitrogen atmosphere. A 1.0 M solution of borane in tetrahydrofuran was added dropwise over 1 hour at 0 to -5° C. and the resulting solution stirred at 20° to 25° C. overnight. The solution was recooled to 0° C. and methanol (250 mL) was added dropwise over 30 minutes (caution! gas evolution). The solution was concentrated under vacuum to an oil which was redissolv... The reactants are Cl (HCl), FC(S(=O)(=O)Cl)(F)F (trifluoromethanesulfonyl chloride), C[Si](C)(C)[N-][Si](C)(C)C.[Na+] (sodium bis(trimethylsilyl)amide), FC(S(=O)(=O)Cl)(F)F (trifluoromethanesulfonyl chloride), C(#N)C(C=1C(=C(C(=NC1C(F)(F)F)C(F)F)C(=O)OC)CC(C)C)=C1OCCC1 (5-[Cyano(dihydro-2(3H)-furanylidene)methyl]-4-(2-methylpropyl)-2-(difluoromethyl)6-(trifluoromethyl)-3-pyridinecarboxylic acid, methyl ester). Solvent: hexanes, C(C)(=O)OCC (ethyl acetate), C1CCOC1 (THF). Reaction conditions: temperature -70 celsius, time 5 minute. Product: FC(C1=NC(=C(C(=C1C(=O)OC)CC(C)C)C(C#N)=C1OCCC1Cl)C(F)(F)F)F (2-(Difluoromethyl)-5-[(3-chlorodihydro-2(3H)-furanylidene) cyanomethyl]-6-(trifluoromethyl)-4-(2-methylpropyl)-3-pyridinecarboxylic acid, methyl ester). Isolated yield 25.9%. As a reaction SMILES: [C:1]([C:3](=[C:25]1[CH2:29][CH2:28][CH2:27][O:26]1)[C:4]1[C:5]([CH2:21][CH:22]([CH3:24])[CH3:23])=[C:6]([C:17]([O:19][CH3:20])=[O:18])[C:7]([CH:14]([F:16])[F:15])=[N:8][C:9]=1[C:10]([F:13])([F:12])[F:11])#[N:2].C[Si]([N-][Si](C)(C)C)(C)C.[Na+].FC(F)(F)S([Cl:45])(=O)=O.Cl>C(OCC)(=O)C.C1COCC1>[F:15][CH:14]([F:16])[C:7]1[C:6]([C:17]([O:19][CH3:20])=[O:18])=[C:5]([CH2:21][CH:22]([CH3:23])[CH3:24])[C:4]([C:3](=[C:25]2[CH:29]([Cl:45])[CH2:28][CH2:27][O:26]2)[C:1]#[N:2])=[C:9]([C:10]([F:12])([F:11])[F:13])[N:8]=1 |f:1.2|. Reported procedure: A 100 mL round-bottomed flask was charged with 1.2 g (2.9 mmol) of the compound of Example 2 and 30 mL anhydrous THF and cooled to -70° C. Then 2.9 mL sodium bis(trimethylsilyl)amide (1.0 M solution in THF) was added. After 5 minutes, 0.48 g (2.9 mmol) trifluoromethanesulfonyl chloride was added. To the reaction mixture was added 0.25 g additional trifluoromethanesulfonyl chloride. The reaction mixture was poured into dilute HCl and extracted with ethyl ether. The combined organic layers were dr... Reactants: [Al+3], O=C(Cl)CCCCCBr, [Cl-], [Cl-], [Cl-], Cl, Fc1ccccc1, O. The product is O=C(CCCCCBr)c1ccc(F)cc1. As a reaction SMILES: [Al+3:2].[Br:5][CH2:6][CH2:7][CH2:8][CH2:9][CH2:10][C:11](=[O:12])[Cl:13].[Cl-:1].[Cl-:3].[Cl-:4].[ClH:15].[F:16][c:17]1[cH:18][cH:19][cH:20][cH:21][cH:22]1.[OH2:14]>>[Br:5][CH2:6][CH2:7][CH2:8][CH2:9][CH2:10][C:11](=[O:12])[c:20]1[cH:19][cH:18][c:17]([F:16])[cH:22][cH:21]1. Starting materials: BrC/C(=C(\C(=O)OCC)/F)/C1(CC1)C(=O)OCC ((E)-ethyl 4-bromo-3-(1-ethoxycarbonylcyclopropyl)-2-fluoro-2-butenoate), C(O)([O-])=O.[Na+] (sodium hydrogencarbonate), C1(=CC=CC=C1)[C@H](C)N (1-(S)-phenylethylamine). Solvent: C(C)O (ethanol). Yields the product C(C)OC(=O)C1(CC1)C1=C(C(N(C1)[C@@H](C)C1=CC=CC=C1)=O)F (4-(1-Ethoxycarbonylcyclopropyl)-3-fluoro-1-[1-(S)-phenylethyl]-3-pyrrolin-2-one). Yield: 81.4%. As a reaction SMILES: Br[CH2:2]/[C:3](/[C:11]1([C:14]([O:16][CH2:17][CH3:18])=[O:15])[CH2:13][CH2:12]1)=[C:4](/[F:10])\[C:5]([O:7]CC)=O.C(=O)([O-])O.[Na+].[C:24]1([C@@H:30]([NH2:32])[CH3:31])[CH:29]=[CH:28][CH:27]=[CH:26][CH:25]=1>C(O)C>[CH2:17]([O:16][C:14]([C:11]1([C:3]2[CH2:2][N:32]([C@H:30]([C:24]3[CH:29]=[CH:28][CH:27]=[CH:26][CH:25]=3)[CH3:31])[C:5](=[O:7])[C:4]=2[F:10])[CH2:12][CH2:13]1)=[O:15])[CH3:18] |f:1.2|. Reported procedure: To a solution of (E)-ethyl 4-bromo-3-(1-ethoxycarbonylcyclopropyl)-2-fluoro-2-butenoate (143 mmol) in ethanol (1000 ml) was added sodium hydrogencarbonate (30.08 g, 358 mmol). After adding dropwise 1-(S)-phenylethylamine (20.31 ml, 158 mmol) thereinto at room temperature, the mixture was heated under reflux for 3 hours. Then the liquid reaction mixture was cooled and filtered through celite. The filtrate was concentrated under reduced pressure and the residue was subjected to flash silica gel co... Starting materials: O (Water), C(C1=CC=CC=C1)[C@@H](CN1CCC(CC1)OC1=CC(=C(C=C1)F)F)N ((1S)-1-Benzyl-2-[4(3,4-difluorophenoxy)-1-piperidinyl]ethylamine), N1=C(C=CC=C1)C1=CC=C(S1)S(=O)(=O)Cl (5-pyridin-2-yl-thiophene-2-sulfonyl chloride), C([O-])([O-])=O.[K+].[K+] (Potassium carbonate). The solvent is CC(=O)C (acetone). Conditions: time 10 minute. Product: C(C1=CC=CC=C1)[C@@H](CN1CCC(CC1)OC1=CC(=C(C=C1)F)F)NS(=O)(=O)C=1SC(=CC1)C1=NC=CC=C1 (N-{(1S)-1-benzyl-2-[4-(3,4-difluorophenoxy)- 1-piperidinyl]ethyl}-5-(2-pyridinyl)-2-thiophenesulfonamide). Isolated yield 38.8%. Reaction SMILES: [CH2:1]([C@H:8]([NH2:25])[CH2:9][N:10]1[CH2:15][CH2:14][CH:13]([O:16][C:17]2[CH:22]=[CH:21][C:20]([F:23])=[C:19]([F:24])[CH:18]=2)[CH2:12][CH2:11]1)[C:2]1[CH:7]=[CH:6][CH:5]=[CH:4][CH:3]=1.C(=O)([O-])[O-].[K+].[K+].[N:32]1[CH:37]=[CH:36][CH:35]=[CH:34][C:33]=1[C:38]1[S:42][C:41]([S:43](Cl)(=[O:45])=[O:44])=[CH:40][CH:39]=1.O>CC(C)=O>[CH2:1]([C@H:8]([NH:25][S:43]([C:41]1[S:42][C:38]([C:33]2[CH:34]=[CH:35][CH:36]=[CH:37][N:32]=2)=[CH:39][CH:40]=1)(=[O:44])=[O:45])[CH2:9][N:10]1[CH2:11][CH2:12][CH:13]([O:16][C:17]2[CH:22]=[CH:21][C:20]([F:23])=[C:19]([F:24])[CH:18]=2)[CH2:14][CH2:15]1)[C:2]1[CH:3]=[CH:4][CH:5]=[CH:6][CH:7]=1 |f:1.2.3|. Procedure details: The product of Example 6, Step (a) (0.091 g) was dissolved in acetone (2 ml). Potassium carbonate [0.066 g dissolved in H2O (0.5 ml)] was then added, followed by 5-pyridin-2-yl-thiophene-2-sulfonyl chloride (0.067 g) and the reaction left to stir for 10 mins. Water was then added and the product extracted with ethyl acetate. The combined organic extracts dried, filtered and concentrated. Purification by flash silica column chromatography with 1% MeOH/98.9% CH2Cl2/0.1% aq NH3 as eluent, and then ...